From a dataset of the Open Reaction Database (ORD), a public repository of structured organic reaction records. describe an organic reaction: reactants, conditions, products, and yield Starting materials: [N+](=O)([O-])C=1C=C(C(=O)NC(CC(=O)OC)C2=CC(=C(C=C2)OC)OC)C=CC1 (methyl N-(3-nitrobenzoyl)-3-amino-3-(3,4-dimethoxyphenyl)propionate), C(C)(=O)OCC.C(Cl)Cl (ethyl acetate methylene chloride). The reagents and catalysts are [Pd] (Pd/C). Solvent: C(C)(=O)OCC (ethyl acetate), CO (methanol). Conditions: time 2.5 hour. Yields the product NC=1C=C(C(=O)NC(CC(=O)OC)C2=CC(=C(C=C2)OC)OC)C=CC1 (Methyl N-(3-aminobenzoyl)-3-amino-3-(3,4-dimethoxyphenyl)propionate). Yield: 92.7%. As a reaction SMILES: [N+:1]([C:4]1[CH:5]=[C:6]([CH:26]=[CH:27][CH:28]=1)[C:7]([NH:9][CH:10]([C:16]1[CH:21]=[CH:20][C:19]([O:22][CH3:23])=[C:18]([O:24][CH3:25])[CH:17]=1)[CH2:11][C:12]([O:14][CH3:15])=[O:13])=[O:8])([O-])=O.C(OCC)(=O)C.C(Cl)Cl>C(OCC)(=O)C.CO.[Pd]>[NH2:1][C:4]1[CH:5]=[C:6]([CH:26]=[CH:27][CH:28]=1)[C:7]([NH:9][CH:10]([C:16]1[CH:21]=[CH:20][C:19]([O:22][CH3:23])=[C:18]([O:24][CH3:25])[CH:17]=1)[CH2:11][C:12]([O:14][CH3:15])=[O:13])=[O:8] |f:1.2|. Reported procedure: To a solution of methyl N-(3-nitrobenzoyl)-3-amino-3-(3,4-dimethoxyphenyl)propionate (1.25 grams, 3.22 mmol) in a mixture of 150 milliliters of ethyl acetate and 75 milliliters of methanol (mixture gently warmed to dissolve all solid and then allowed to cool to room temperature) was added 0.25 grams of 10% Pd/C. The mixture was then treated with 60 psi of H2 for 2.5 hours on a Parr Type Shaker. Reaction progress was monitored by TLC (1/9 ethyl acetate/methylene chloride, UV) and was complete aft... The reactants are [OH-].[K+] (potassium hydroxide), O (water), O1C(CCCC1)O[C@@H](C(=O)N)C[C@H](CCCC)C ((2R,4S)-2-Tetrahydropyranyloxy-4-methylcaprylic amide). Run in C(C)O (ethanol). Yields the product O1C(CCCC1)O[C@@H](C(=O)O)C[C@H](CCCC)C ((2R,4S)-2-Tetrahydropyranyloxy-4-methylcaprylic acid). The yield is 59.8%. RXN SMILES: [OH-:1].[K+].O.[O:4]1[CH2:9][CH2:8][CH2:7][CH2:6][CH:5]1[O:10][C@H:11]([CH2:15][C@@H:16]([CH3:21])[CH2:17][CH2:18][CH2:19][CH3:20])[C:12](N)=[O:13]>C(O)C>[O:4]1[CH2:9][CH2:8][CH2:7][CH2:6][CH:5]1[O:10][C@H:11]([CH2:15][C@@H:16]([CH3:21])[CH2:17][CH2:18][CH2:19][CH3:20])[C:12]([OH:1])=[O:13] |f:0.1|. Reported procedure: In an egg-plant type flask were charged 7.66 g of 85% potassium hydroxide, 3 ml of water, 60 ml of ethanol, and 3.0 g of the compound obtained in Step 6, and the mixture was refluxed for 10 hours. Ethanol was removed by distillation under reduced pressure, and 30 ml of water was added to the residue. The mixture was adjusted to pH 1 with concentrated hydrochloric acid and then extracted with ethyl acetate. The extract was washed with water, and the solvent was removed by distillation under reduc...